From a dataset of the Open Reaction Database (ORD), a public repository of structured organic reaction records. describe an organic reaction: reactants, conditions, products, and yield Starting materials: C(C)(=O)C1=C(N(C2=CC(=CC=C12)C(=O)O)CC1=C(C=CC=C1)Cl)CCC (3-acetyl-1-(2-chlorobenzyl)-2-propylindole-6-carboxylic acid), ON1N=NC2=C1C=CC=C2 (1-hydroxybenzotriazole), Cl.CN(CCCN=C=NCC)C (1-(3-dimethylaminopropyl)-3-ethylcarbodiimide hydrochloride), N (ammonia). The solvent is CN(C=O)C (dimethylformamide), CO (methanol), C(C)(=O)OCC (ethyl acetate). Conditions: temperature 20 celsius, time 14 hour. Product: C(C)(=O)C1=C(N(C2=CC(=CC=C12)C(=O)N)CC1=C(C=CC=C1)Cl)CCC (3-acetyl-1-(2-chlorobenzyl)-2-propylindole-6-carboxamide). The yield is 90.8%. As a reaction SMILES: [C:1]([C:4]1[C:12]2[C:7](=[CH:8][C:9]([C:13](O)=[O:14])=[CH:10][CH:11]=2)[N:6]([CH2:16][C:17]2[CH:22]=[CH:21][CH:20]=[CH:19][C:18]=2[Cl:23])[C:5]=1[CH2:24][CH2:25][CH3:26])(=[O:3])[CH3:2].O[N:28]1C2C=CC=CC=2N=N1.Cl.CN(C)CCCN=C=NCC.N>CN(C)C=O.C(OCC)(=O)C.CO>[C:1]([C:4]1[C:12]2[C:7](=[CH:8][C:9]([C:13]([NH2:28])=[O:14])=[CH:10][CH:11]=2)[N:6]([CH2:16][C:17]2[CH:22]=[CH:21][CH:20]=[CH:19][C:18]=2[Cl:23])[C:5]=1[CH2:24][CH2:25][CH3:26])(=[O:3])[CH3:2] |f:2.3|. Procedure: To a solution of 3-acetyl-1-(2-chlorobenzyl)-2-propylindole-6-carboxylic acid (74 mg) in dimethylformamide (2 ml) were added 1-hydroxybenzotriazole (38 mg), 1-(3-dimethylaminopropyl)-3-ethylcarbodiimide hydrochloride (98 mg) and 3N methanol solution of ammonia (0.5 ml). After stirred at 20° C. for 14 hours, the resulting mixture was diluted with ethyl acetate. The organic phase was washed successively with 1N hydrochloric acid, water, aqueous sodium bicarbonate and brine, dried over sodium sulfa... The reactants are CC(C)(C)C(=O)Oc1cccc2ccccc12 (substrate), O=C=O (effective_coupling_partner). Reagents/catalysts: dppf. Conditions: temperature 80 celsius, time 48 hour. The product is O=C(O)c1cccc2ccccc12. Starting materials: CO, COc1cc(C(=O)NC2c3ccccc3-c3ccccc32)c([N+](=O)[O-])cc1OCc1ccccc1. Yields the product COc1cc(C(=O)NC2c3ccccc3-c3ccccc32)c(N)cc1OCc1ccccc1. RXN SMILES: [CH3:36][OH:37].[cH:1]1[cH:2][cH:3][cH:4][c:5]2[c:13]1[CH:12]([NH:14][C:15]([c:16]1[c:17]([N+:32]([O-:33])=[O:34])[cH:18][c:19]([O:24][CH2:25][c:26]3[cH:27][cH:28][cH:29][cH:30][cH:31]3)[c:20]([O:22][CH3:23])[cH:21]1)=[O:35])[c:11]1[c:6]-2[cH:7][cH:8][cH:9][cH:10]1>>[cH:1]1[cH:2][cH:3][cH:4][c:5]2[c:13]1[CH:12]([NH:14][C:15]([c:16]1[c:17]([NH2:32])[cH:18][c:19]([O:24][CH2:25][c:26]3[cH:27][cH:28][cH:29][cH:30][cH:31]3)[c:20]([O:22][CH3:23])[cH:21]1)=[O:35])[c:11]1[c:6]-2[cH:7][cH:8][cH:9][cH:10]1. The reactants are ClC=1C=CC(=C(C1)C1=CC(N(C=C1OC)C(C(=O)O)CC)=O)C#N (2-[4-(5-chloro-2-cyanophenyl)-5-methoxy-2-oxopyridin-1(2H)-yl]butanoic acid), NC1=CC=C(C=C1)C=1NC(=NN1)C(C(C(=O)OC)(F)F)(F)F (methyl 3-[5-(4-aminophenyl)-4H-1,2,4-triazol-3-yl]-2,2,3,3-tetrafluoropropanoate). Yields the product ClC=1C=CC(=C(C1)C1=CC(N(C=C1OC)C(C(=O)NC1=CC=C(C=C1)C=1NC(=NN1)C(C(C(=O)OC)(F)F)(F)F)CC)=O)C#N (Methyl 3-{5-[4-({2-[4-(5-chloro-2-cyanophenyl)-5-methoxy-2-oxopyridin-1(2H)-yl]butanoyl}amino)phenyl]-4H-1,2,4-triazol-3-yl}-2,2,3,3-tetrafluoropropanoate). As a reaction SMILES: [Cl:1][C:2]1[CH:3]=[CH:4][C:5]([C:23]#[N:24])=[C:6]([C:8]2[C:13]([O:14][CH3:15])=[CH:12][N:11]([CH:16]([CH2:20][CH3:21])[C:17]([OH:19])=O)[C:10](=[O:22])[CH:9]=2)[CH:7]=1.[NH2:25][C:26]1[CH:31]=[CH:30][C:29]([C:32]2[NH:33][C:34]([C:37]([F:46])([F:45])[C:38]([F:44])([F:43])[C:39]([O:41][CH3:42])=[O:40])=[N:35][N:36]=2)=[CH:28][CH:27]=1>>[Cl:1][C:2]1[CH:3]=[CH:4][C:5]([C:23]#[N:24])=[C:6]([C:8]2[C:13]([O:14][CH3:15])=[CH:12][N:11]([CH:16]([CH2:20][CH3:21])[C:17]([NH:25][C:26]3[CH:27]=[CH:28][C:29]([C:32]4[NH:33][C:34]([C:37]([F:46])([F:45])[C:38]([F:44])([F:43])[C:39]([O:41][CH3:42])=[O:40])=[N:35][N:36]=4)=[CH:30][CH:31]=3)=[O:19])[C:10](=[O:22])[CH:9]=2)[CH:7]=1. Procedure: 87 mg (0.25 mmol) of 2-[4-(5-chloro-2-cyanophenyl)-5-methoxy-2-oxopyridin-1(2H)-yl]butanoic acid (racemate) and 88 mg (0.28 mmol, 1.1 eq.) of methyl 3-[5-(4-aminophenyl)-4H-1,2,4-triazol-3-yl]-2,2,3,3-tetrafluoropropanoate were reacted according to General Method 1. The crude product was purified by preparative HPLC (Reprosil C18, water/acetonitrile gradient). Yield: 96 mg (purity 94%, 56% of theory) Starting materials: ClCCl, CO, CS(=O)(=O)c1ccc(C(CC2CCCC2)C(=O)Nc2ccn(CC(=O)O)n2)cc1Cl, O=C(Cl)C(=O)Cl, CC(O)Cn1ccc(N)n1, Cc1cccc(C)n1. The product is CC(O)Cn1ccc(NC(=O)C(CC2CCCC2)c2ccc(S(C)(=O)=O)c(Cl)c2)n1. Reaction SMILES: [CH2:55]([Cl:56])[Cl:57].[CH3:58][OH:59].[Cl:1][c:2]1[cH:3][c:4]([CH:12]([C:13](=[O:14])[NH:15][c:16]2[n:17][n:18]([CH2:21][C:22](=[O:23])[OH:24])[cH:19][cH:20]2)[CH2:25][CH:26]2[CH2:27][CH2:28][CH2:29][CH2:30]2)[cH:5][cH:6][c:7]1[S:8](=[O:9])(=[O:10])[CH3:11].[Cl:31][C:32]([C:33]([Cl:34])=[O:35])=[O:36].[NH2:45][c:46]1[cH:47][cH:48][n:49]([CH2:50][CH:51]([OH:52])[CH3:53])[n:54]1.[n:37]1[c:38]([CH3:39])[cH:40][cH:41][cH:42][c:43]1[CH3:44]>>[Cl:1][c:2]1[cH:3][c:4]([CH:12]([C:13](=[O:14])[NH:15][c:16]2[n:17][n:18]([CH2:21][CH:22]([OH:24])[CH3:32])[cH:19][cH:20]2)[CH2:25][CH:26]2[CH2:27][CH2:28][CH2:29][CH2:30]2)[cH:5][cH:6][c:7]1[S:8](=[O:9])(=[O:10])[CH3:11]. Reactants: C1CCOC1, C[Mg]Cl, C#C, CCC(C)c1cccc(C=O)c1C, Cl, O. Yields the product C#CC(O)c1cccc(C(C)CC)c1C. RXN SMILES: [CH2:21]1[O:22][CH2:23][CH2:24][CH2:25]1.[CH3:1][Mg:2][Cl:3].[CH:19]#[CH:20].[CH:4]([CH3:5])([CH2:6][CH3:7])[c:8]1[c:9]([CH3:16])[c:10]([CH:11]=[O:12])[cH:13][cH:14][cH:15]1.[ClH:18].[OH2:17]>>[CH:4]([CH3:5])([CH2:6][CH3:7])[c:8]1[c:9]([CH3:16])[c:10]([CH:11]([OH:12])[C:19]#[CH:20])[cH:13][cH:14][cH:15]1.